From a dataset of the Open Reaction Database (ORD), a public repository of structured organic reaction records. describe an organic reaction: reactants, conditions, products, and yield The reactants are BrC=1C(=NSC1)CSCCN (4-bromo-3-[(2-aminoethyl)thiomethyl]isothiazole), CN=C=O (methyl isocyanate). Yields the product CNC(=O)NCCSCC1=NSC=C1Br (N-Methyl-N'-[2-((4-bromo-3-isothiazolyl)methylthio)ethyl]urea). RXN SMILES: [Br:1][C:2]1[C:3]([CH2:7][S:8][CH2:9][CH2:10][NH2:11])=[N:4][S:5][CH:6]=1.[CH3:12][N:13]=[C:14]=[O:15]>>[CH3:12][NH:13][C:14]([NH:11][CH2:10][CH2:9][S:8][CH2:7][C:3]1[C:2]([Br:1])=[CH:6][S:5][N:4]=1)=[O:15]. Procedure details: Reacting 4-bromo-3-[(2-aminoethyl)thiomethyl]isothiazole with methyl isocyanate by the procedure of Example 24 gives the title compound. The reactants are CN1C(=CC2=CC=CC=C12)C(=O)OC (methyl N-methylindole-2-carboxylate), CN1C(=CC2=CC=CC=C12)C(C(O)SC)=O (2-(N-methyl-2-indolyl)-2-oxo-1-(methylthio)ethanol). Product: CN1C(=CC2=CC=CC=C12)C(=O)C=O ((N-Methyl-2-indolyl)glyoxal). Reaction SMILES: CN1C2C(=CC=CC=2)C=C1C(OC)=O.[CH3:15][N:16]1[C:24]2[C:19](=[CH:20][CH:21]=[CH:22][CH:23]=2)[CH:18]=[C:17]1[C:25](=[O:30])[CH:26](SC)[OH:27]>>[CH3:15][N:16]1[C:24]2[C:19](=[CH:20][CH:21]=[CH:22][CH:23]=2)[CH:18]=[C:17]1[C:25]([CH:26]=[O:27])=[O:30]. Procedure details: By the method of Preparations 4 to 6, methyl N-methylindole-2-carboxylate was converted, 2-(N-methyl-2-indolyl)-2-oxo-1-(methylthio)ethanol. The latter (31.21 g., 0.13 mol) was converted to present title product according to Preparation 7, except that the combined filtrate and CHCl3 washes was simply washed 1×120 ml. saturated NaHCO3 and 1×120 ml. H2O, dried and stripped to an oil which was chromatographed on silica gel with 4:1 CH2Cl2 :ethyl acetate as eluant to yield purified hydrate of title ... The reactants are C(#N)C1=CC(=C(C=C1)O)OC (4-cyano-2-methoxyphenol), CO (methanol), Cl (hydrogen chloride). The product is CON=CC1=CC(=C(C=C1)Cl)OC (4-methoxyiminomethyl-2-methoxyphenyl hydrochloride). Reaction SMILES: [C:1]([C:3]1[CH:8]=[CH:7][C:6](O)=[C:5]([O:10][CH3:11])[CH:4]=1)#[N:2].[ClH:12].[CH3:13][OH:14]>>[CH3:13][O:14][N:2]=[CH:1][C:3]1[CH:8]=[CH:7][C:6]([Cl:12])=[C:5]([O:10][CH3:11])[CH:4]=1. Reported procedure: In 50 ml of anhydrous methanol, was dissolved 7.5 g of 4-cyano-2-methoxyphenol. The solution was saturated with dried gaseous hydrogen chloride, while being cooled in ice and stirred, and then stirred overnight at room temperature to precipitate yellow crystals. After addition of ethyl ether, the crystals were collected by filtration, washed with ethyl ether and dried to obtain 9.4 g of 4-methoxyiminomethyl-2-methoxyphenyl hydrochloride. Starting materials: C=Cc1ccc(C(=O)Nc2ccccc2NC(=O)OC(C)(C)C)cc1, ClC(Cl)Cl, [Na+], O=C([O-])O, O=C(OO)c1cccc(Cl)c1. Product: CC(C)(C)OC(=O)Nc1ccccc1NC(=O)c1ccc(C2CO2)cc1. RXN SMILES: [C:1]([CH3:2])([CH3:3])([CH3:4])[O:5][C:6]([NH:7][c:8]1[c:9]([NH:14][C:15]([c:16]2[cH:17][cH:18][c:19]([CH:22]=[CH2:23])[cH:20][cH:21]2)=[O:24])[cH:10][cH:11][cH:12][cH:13]1)=[O:25].[Cl:42][CH:43]([Cl:44])[Cl:45].[Na+:41].[O-:37][C:38]([OH:39])=[O:40].[OH:26][O:27][C:28]([c:29]1[cH:30][c:31]([Cl:32])[cH:33][cH:34][cH:35]1)=[O:36]>>[C:1]([CH3:2])([CH3:3])([CH3:4])[O:5][C:6]([NH:7][c:8]1[c:9]([NH:14][C:15]([c:16]2[cH:17][cH:18][c:19]([CH:22]3[CH2:23][O:26]3)[cH:20][cH:21]2)=[O:24])[cH:10][cH:11][cH:12][cH:13]1)=[O:25]. Reaction conditions: time 45 minute. The solvent is [OH-].[Na+] (NaOH). The reactants are COC(=O)[C@H]1N(CC[C@@H]1O)C(NC1=C(C(=C(C=C1)C#N)Cl)C)=O ((2S,3S)-1-(3-Chloro-4-cyano-2-methylphenylcarbamoyl)-3-hydroxy-pyrrolidine-2-carboxylic acid methyl ester), Cl (HCl). The product is ClC=1C(=C(C=CC1C#N)NC(=O)N1[C@@H]([C@H](CC1)O)C(=O)O)C ((2S,3S)-1-(3-Chloro-4-cyano-2-methylphenylcarbamoyl)-3-hydroxy-pyrrolidine-2-carboxylic acid). As a reaction SMILES: C[O:2][C:3]([C@@H:5]1[C@@H:9]([OH:10])[CH2:8][CH2:7][N:6]1[C:11](=[O:23])[NH:12][C:13]1[CH:18]=[CH:17][C:16]([C:19]#[N:20])=[C:15]([Cl:21])[C:14]=1[CH3:22])=[O:4].Cl>[OH-].[Na+]>[Cl:21][C:15]1[C:14]([CH3:22])=[C:13]([NH:12][C:11]([N:6]2[CH2:7][CH2:8][C@H:9]([OH:10])[C@H:5]2[C:3]([OH:4])=[O:2])=[O:23])[CH:18]=[CH:17][C:16]=1[C:19]#[N:20] |f:2.3|. The yield is 104.3%. Procedure: A suspension of ester 54A (260 mg, 0.770 mmol) in 20 mL of 1.6 N NaOH was stirred at rt for 45 min. The reaction mixture was acidified to pH 2 with 10% HCl and extracted with EtOAc (3×). The combined organic layers were dried (MgSO4), filtered and the filtrate concentrated under reduced pressure to afford the title compound (260 mg) as a beige solid. A portion (50 mg) of the residue was purified by preparative HPLC (reverse phase silica gel, 10% MeOH/90% H2O/0.1% TFA to 90% MeOH/10% H2O/0.1% TFA... Reactants: ClC1=CSC=C1 (3-chlorothiophene), C(CCC)[Li] (n-butyllithium), hexanes, C[Si](C)(C)Cl (trimethylsilyl chloride), O (water). Solvent: CCOC(=O)C (EtOAc), C1CCOC1 (THF), [Cl-].[Na+].O (brine). Reaction conditions: temperature 0 celsius, time 10 minute. Yields the product ClC1=C(SC=C1)[Si](C)(C)C ((3-chlorothiophen-2-yl)trimethylsilane). As a reaction SMILES: [Cl:1][C:2]1[CH:6]=[CH:5][S:4][CH:3]=1.C([Li])CCC.[CH3:12][Si:13](Cl)([CH3:15])[CH3:14].O>C1COCC1.[Cl-].[Na+].O.CCOC(C)=O>[Cl:1][C:2]1[CH:6]=[CH:5][S:4][C:3]=1[Si:13]([CH3:15])([CH3:14])[CH3:12] |f:5.6.7|. Procedure details: The title compound was prepared according to the procedure described in WO9412505. To a solution of 3-chlorothiophene (7.00 g, 59.0 mmol) in 60 mL anhydrous THF under nitrogen was added n-butyllithium, 2.5 M in hexanes (23.6 ml, 59.0 mmol) dropwise from a plastic syringe over 15 min. The reaction became cloudy with a white ppt. The reaction was allowed to stir for 40 min, at which point trimethylsilyl chloride (8.24 ml, 64.9 mmol) was added dropwise via syringe over 5 min. The mixture was allowe... The reactants are [OH-].[Na+] (sodium hydroxide), Example 6, COC1=CC=C(C=C1)C=1N=C(SC1C1=CC=C(C=C1)OC)C=1NC=CC1 (4,5-Bis(4-methoxyphenyl)-2-(pyrrol-2-yl)thiazole), C(CC)OCCl (chloromethyl n-propyl ether). The reagents and catalysts are [Br-].C(CCC)[N+](CCCC)(CCCC)CCCC (tetra-n-butylammonium bromide). Solvent: C1=CC=CC=C1 (benzene), O (water), C1=CC=CC=C1 (benzene). Yields the product COC1=CC=C(C=C1)C=1N=C(SC1C1=CC=C(C=C1)OC)C=1N(C=CC1)COCCC (4,5-bis(4-methoxyphenyl)-2-(1-n-propoxymethylpyrrol-2-yl)thiazole). The yield is 83.0%. RXN SMILES: [CH2:1]([O:4][CH2:5]Cl)[CH2:2][CH3:3].[OH-].[Na+].[CH3:9][O:10][C:11]1[CH:16]=[CH:15][C:14]([C:17]2[N:18]=[C:19]([C:30]3[NH:31][CH:32]=[CH:33][CH:34]=3)[S:20][C:21]=2[C:22]2[CH:27]=[CH:26][C:25]([O:28][CH3:29])=[CH:24][CH:23]=2)=[CH:13][CH:12]=1>[Br-].C([N+](CCCC)(CCCC)CCCC)CCC.C1C=CC=CC=1.O>[CH3:9][O:10][C:11]1[CH:12]=[CH:13][C:14]([C:17]2[N:18]=[C:19]([C:30]3[N:31]([CH2:5][O:4][CH2:1][CH2:2][CH3:3])[CH:32]=[CH:33][CH:34]=3)[S:20][C:21]=2[C:22]2[CH:27]=[CH:26][C:25]([O:28][CH3:29])=[CH:24][CH:23]=2)=[CH:15][CH:16]=1 |f:1.2,4.5|. Procedure details: 4,5-Bis(4-methoxyphenyl)-2-(pyrrol-2-yl)thiazole obtained in the same manner as described in Reference Example 6 (1.81 g, 5 mmole), chloromethyl n-propyl ether (0.65 g, 6 mmole), and tetra-n-butylammonium bromide (0.16 g, 0.5 mmole) are refluxed in two phases of benzene (20 ml) and 50% aqueous sodium hydroxide (20 ml) for 20 minutes. To the mixture are added water and benzene under ice-cooling, and the mixture is shaken. The benzene layer is taken, washed with water, dried over anhydrous magnesi...